The task is: describe an organic reaction: reactants, conditions, products, and yield. This data is from the Open Reaction Database (ORD), a public repository of structured organic reaction records. Starting materials: Cc1ccc(-c2cc(C(=O)OC(C)(C)C)cc(C3=NOC4(CCC4)C3)c2)cc1, ClCCl, Cl. Yields the product Cc1ccc(-c2cc(C(=O)O)cc(C3=NOC4(CCC4)C3)c2)cc1. RXN SMILES: [CH3:1][c:2]1[cH:3][cH:4][c:5](-[c:8]2[cH:9][c:10]([C:22](=[O:23])[O:24][C:25]([CH3:26])([CH3:27])[CH3:28])[cH:11][c:12]([C:14]3=[N:15][O:16][C:17]4([CH2:18][CH2:19][CH2:20]4)[CH2:21]3)[cH:13]2)[cH:6][cH:7]1.[Cl:30][CH2:31][Cl:32].[ClH:29]>>[CH3:1][c:2]1[cH:3][cH:4][c:5](-[c:8]2[cH:9][c:10]([C:22](=[O:23])[OH:24])[cH:11][c:12]([C:14]3=[N:15][O:16][C:17]4([CH2:18][CH2:19][CH2:20]4)[CH2:21]3)[cH:13]2)[cH:6][cH:7]1. The reactants are N1=CC(=CC=C1)COC=1C=CC=CC1 (3-(3-pyridinyl)methoxybenzene), Cl (HCl), CO (methanol). The reagents and catalysts are O=[Pt]=O (PtO2). The product is Cl.COC=1C=C(C=CC1)C1CNCCC1 (3-(3-Methoxyphenyl)piperidine hydrochloride). As a reaction SMILES: [N:1]1[CH:6]=[CH:5][CH:4]=[C:3]([CH2:7]OC2C=CC=CC=2)[CH:2]=1.[ClH:15].[CH3:16][OH:17]>O=[Pt]=O>[ClH:15].[CH3:16][O:17][C:3]1[CH:2]=[C:7]([CH:3]2[CH2:4][CH2:5][CH2:6][NH:1][CH2:2]2)[CH:6]=[CH:5][CH:4]=1 |f:4.5|. Procedure: To a solution of 3-(3-pyridinyl)methoxybenzene (22.0 g, 0.099 mol) in methanol (250 ml), PtO2 (2 g) and conc. HCl (30 ml) were added and the mixture was hydrogenated at 0.34 MPa in a Parr apparatus. After complete hydrogenation, the catalyst was filtered off Most of the solvent was evaporated, the residue was made alkaline with 1M NaOH and extracted with ether. The ether-phase was dried (Na2SO4) and the solvent evaporated giving 18 g of the amine product. The hydrochloride was made and then recr... Starting materials: solution, C[Mg]Br (methylmagnesium bromide), C1CCOC1 (THF), C1(=CC=CC=C1)C (toluene), C(C1=CC=CC=C1)N1CCC(CC1)C(=O)N(OC)C (1-benzyl-N-methyl-N-methoxy-piperidine-4-carboxamide). Solvent: CCOCC (ether). Conditions: time 2 hour. Product: C(C1=CC=CC=C1)N1CCC(CC1)C(C)=O (1-Benzyl-4-acetylpiperidine). As a reaction SMILES: [CH2:1]([N:8]1[CH2:13][CH2:12][CH:11]([C:14](N(C)OC)=[O:15])[CH2:10][CH2:9]1)[C:2]1[CH:7]=[CH:6][CH:5]=[CH:4][CH:3]=1.[CH3:20][Mg]Br.C1COCC1.C1(C)C=CC=CC=1>CCOCC>[CH2:1]([N:8]1[CH2:13][CH2:12][CH:11]([C:14](=[O:15])[CH3:20])[CH2:10][CH2:9]1)[C:2]1[CH:7]=[CH:6][CH:5]=[CH:4][CH:3]=1. Reported procedure: A solution of 47.32 g 1-benzyl-N-methyl-N-methoxy-piperidine-4-carboxamide in 1.5 L anhydrous ether in a 2-L 3-neck round-bottom flask fitted with a nitrogen bubbler, an overhead stirrer, and an addition funnel was cooled with an ice-acetone bath, and was treated with 270 mL of a 1.53M solution of methylmagnesium bromide in 1:3 THF:toluene with stirring over 70 minutes. After stirring in an ice bath for additional two hours, the mixture was quenched with 15 mL EtOAc, stirred for 10 minutes, and ... Starting materials: CC(C)(C)OC(=O)C(C#N)=C(NCCCN1CCCCCC1=O)Nc1cc(C(F)(F)F)cc(C(F)(F)F)c1, ClCCl, O=C(O)C(F)(F)F, [Na+], O=C([O-])O. Yields the product N#CC=C(NCCCN1CCCCCC1=O)Nc1cc(C(F)(F)F)cc(C(F)(F)F)c1. As a reaction SMILES: [C:1]([O:2][C:3](=[O:4])[C:7](=[C:8]([NH:9][CH2:10][CH2:11][CH2:12][N:13]1[C:14](=[O:20])[CH2:15][CH2:16][CH2:17][CH2:18][CH2:19]1)[NH:21][c:22]1[cH:23][c:24]([C:32]([F:33])([F:34])[F:35])[cH:25][c:26]([C:28]([F:29])([F:30])[F:31])[cH:27]1)[C:36]#[N:37])([CH3:5])([CH3:6])[CH3:38].[Cl:51][CH2:52][Cl:53].[F:39][C:40]([F:41])([F:42])[C:43]([OH:44])=[O:45].[Na+:50].[O-:46][C:47]([OH:48])=[O:49]>>[CH:7](=[C:8]([NH:9][CH2:10][CH2:11][CH2:12][N:13]1[C:14](=[O:20])[CH2:15][CH2:16][CH2:17][CH2:18][CH2:19]1)[NH:21][c:22]1[cH:23][c:24]([C:32]([F:33])([F:34])[F:35])[cH:25][c:26]([C:28]([F:29])([F:30])[F:31])[cH:27]1)[C:36]#[N:37]. The reactants are COc1ccc(C(=O)O)cc1, O=S(=O)(O)Cl, O. The product is COc1ccc(C(=O)O)cc1S(=O)(=O)Cl. As a reaction SMILES: [CH3:1][O:2][c:3]1[cH:4][cH:5][c:6]([C:7](=[O:8])[OH:9])[cH:10][cH:11]1.[Cl:12][S:13](=[O:14])(=[O:15])[OH:16].[OH2:17]>>[CH3:1][O:2][c:3]1[c:4]([S:13]([Cl:12])(=[O:14])=[O:15])[cH:5][c:6]([C:7](=[O:8])[OH:9])[cH:10][cH:11]1.